Dataset: the Open Reaction Database (ORD), a public repository of structured organic reaction records. Task: describe an organic reaction: reactants, conditions, products, and yield The reactants are CC(O)c1cc(C(F)(F)F)cc2c(Br)n(COCC[Si](C)(C)C)nc12, CCOCC, N#CC(Cl)(Cl)Cl, C1CCC2=NCCCN2CC1. Product: CC(OC(=N)C(Cl)(Cl)Cl)c1cc(C(F)(F)F)cc2c(Br)n(COCC[Si](C)(C)C)nc12. RXN SMILES: [Br:1][c:2]1[n:3]([CH2:18][O:19][CH2:20][CH2:21][Si:22]([CH3:23])([CH3:24])[CH3:25])[n:4][c:5]2[c:6]([CH:15]([CH3:16])[OH:17])[cH:7][c:8]([C:11]([F:12])([F:13])[F:14])[cH:9][c:10]12.[CH3:43][CH2:44][O:45][CH2:46][CH3:47].[Cl:37][C:38]([C:39]#[N:40])([Cl:41])[Cl:42].[N:26]12[CH2:27][CH2:28][CH2:29][N:30]=[C:31]1[CH2:32][CH2:33][CH2:34][CH2:35][CH2:36]2>>[Br:1][c:2]1[n:3]([CH2:18][O:19][CH2:20][CH2:21][Si:22]([CH3:23])([CH3:24])[CH3:25])[n:4][c:5]2[c:6]([CH:15]([CH3:16])[O:17][C:39]([C:38]([Cl:37])([Cl:41])[Cl:42])=[NH:40])[cH:7][c:8]([C:11]([F:12])([F:13])[F:14])[cH:9][c:10]12.